Dataset: the Open Reaction Database (ORD), a public repository of structured organic reaction records. Task: describe an organic reaction: reactants, conditions, products, and yield Starting materials: N1=C(OC=2C=CC(OC)=CC12)C. Reagents/catalysts: O1B(OC(C)(C)C1(C)C)B2OC(C)(C)C(O2)(C)C, N=1C=C(C(=C2C=CC3=C(N=CC(=C3C)C)C12)C)C, C[OH2+].C[OH2+].C1CC=CCCC=C1.C1CC=CCCC=C1.[Ir].[Ir]. Run in O1CCCC1. Run at temperature 25 celsius, time 40 hour. Product: N1=C(OC2=C1C=C(OC)C=C2B3OC(C)(C)C(O3)(C)C)C. Yield: 81.0%. The reactants are N(=[N+]=[N-])C=1C=C(C(=O)O)C=CC1C (3-azido-4-methyl benzoic acid), C(#C)C=1C=C(C=NC1)OC (5-ethynyl-3-methoxy pyridine), ClC1=CC=C(C=N1)C=1N=NN(C1)C=1C=C(C(=O)O)C=CC1C (3-[4-(6-chloro-pyridin-3-yl)-1,2,3-triazol-1-yl]-4-methyl-benzoic acid). Product: COC=1C=C(C=NC1)C=1N=NN(C1)C=1C=C(C(=O)O)C=CC1C (3-[4-(5-Methoxy-pyridin-3-yl)-[1,2,3]triazol-1-yl]-4-methyl-benzoic acid). As a reaction SMILES: [N:1]([C:4]1[CH:5]=[C:6]([CH:10]=[CH:11][C:12]=1[CH3:13])[C:7]([OH:9])=[O:8])=[N+:2]=[N-:3].[C:14]([C:16]1[CH:17]=[C:18]([O:22][CH3:23])[CH:19]=[N:20][CH:21]=1)#[CH:15].ClC1N=CC(C2N=NN(C3C=C(C=CC=3C)C(O)=O)C=2)=CC=1>>[CH3:23][O:22][C:18]1[CH:17]=[C:16]([C:14]2[N:3]=[N:2][N:1]([C:4]3[CH:5]=[C:6]([CH:10]=[CH:11][C:12]=3[CH3:13])[C:7]([OH:9])=[O:8])[CH:15]=2)[CH:21]=[N:20][CH:19]=1. Procedure: 3-[4-(5-Methoxy-pyridin-3-yl)-[1,2,3]triazol-1-yl]-4-methyl-benzoic acid was prepared from 3-azido-4-methyl benzoic acid and 5-ethynyl-3-methoxy pyridine in the same manner as 3-[4-(6-chloro-pyridin-3-yl)-1,2,3-triazol-1-yl]-4-methyl-benzoic acid (Example 1). The reactants are [N+](=O)([O-])C1=CC=CC=2C(C3=CC(=CC=C3C(C12)=O)[N+](=O)[O-])=O (1,6-dinitro-anthraquinone), COC1=CC=C(C=C1)N (p-anisidine). Solvent: [N+](=O)([O-])C1=CC=CC=C1 (nitrobenzene). The product is COC1=CC=C(C=C1)NC1=CC=CC=2C(C3=CC(=CC=C3C(C12)=O)[N+](=O)[O-])=O (1-p-anisidino-6-nitro-anthraquinone). Yield: 99.6%. RXN SMILES: [N+]([C:4]1[C:17]2[C:16](=[O:18])[C:15]3[C:10](=[CH:11][C:12]([N+:19]([O-:21])=[O:20])=[CH:13][CH:14]=3)[C:9](=[O:22])[C:8]=2[CH:7]=[CH:6][CH:5]=1)([O-])=O.[CH3:23][O:24][C:25]1[CH:30]=[CH:29][C:28]([NH2:31])=[CH:27][CH:26]=1>[N+](C1C=CC=CC=1)([O-])=O>[CH3:23][O:24][C:25]1[CH:30]=[CH:29][C:28]([NH:31][C:4]2[C:17]3[C:16](=[O:18])[C:15]4[C:10](=[CH:11][C:12]([N+:19]([O-:21])=[O:20])=[CH:13][CH:14]=4)[C:9](=[O:22])[C:8]=3[CH:7]=[CH:6][CH:5]=2)=[CH:27][CH:26]=1. Procedure details: 100 g of 1,6-dinitro-anthraquinone and 84 g of p-anisidine are stirred in 300 ml of nitrobenzene at 150° C until no further starting material is detectable in a sample. The mixture is now distilled to dryness in a Venuleth apparatus under a vacuum of 5 mm and the finely ground residue is thoroughly stirred with dilute sulphuric acid, filtered off, washed until neutral and dried. 125 g of 1-p-anisidino-6-nitro-anthraquinone are obtained. Product: O=C(CC#N)C1=CC=2CCCCC2C=C1 (3-oxo-3-(5,6,7,8-tetrahydronaphthalen-2-yl)propanenitrile). RXN SMILES: [C:1](#[N:3])[CH3:2].[H-].[Na+].[CH:6]1[C:15]2[CH2:14][CH2:13][CH2:12][CH2:11][C:10]=2[CH:9]=[CH:8][C:7]=1[C:16](OCC)=[O:17].Cl>O1CCOCC1.O>[O:17]=[C:16]([C:7]1[CH:8]=[CH:9][C:10]2[CH2:11][CH2:12][CH2:13][CH2:14][C:15]=2[CH:6]=1)[CH2:2][C:1]#[N:3] |f:1.2|. The reactants are C1=C(C=CC=2CCCCC12)C(=O)OCC (ethyl 5,6,7,8-tetrahydronaphthalene-2-carboxylate), Cl (HCl), C(C)#N (Acetonitrile), [H-].[Na+] (NaH). Solvent: O1CCOCC1 (dioxane), O (water), O1CCOCC1 (dioxane). Procedure details: Acetonitrile (21.48 mL, 411 mmol) was added to a stirred suspension of 60% NaH (7.05 g, 176 mmol) in dioxane (200 mL) and the resulting mixture was stirred at rt for 20 min. Solution of ethyl 5,6,7,8-tetrahydronaphthalene-2-carboxylate (12 g, 58.7 mmol) in dioxane (50 mL) was then added and the mixture was heated at reflux for 4 h. After cooling to rt, water followed by 1N HCl (100 mL) was added and the mixture was extracted twice with dichloromethane, dried (Na2SO4), filtered and concentrated t... Conditions: time 20 minute. The reactants are O (water), CC(=O)O (vinegar). Product: C(CC(O)(C(=O)O)CC(=O)O)(=O)O (citric acid). Reaction SMILES: [OH2:1].[CH3:2][C:3]([OH:5])=[O:4]>>[C:3]([OH:5])(=[O:4])[CH2:2][C:2]([CH2:2][C:3]([OH:5])=[O:4])([C:3]([OH:5])=[O:4])[OH:1]. Reported procedure: A first mixture of water, mustard, vinegar and citric acid was produced as well as a second mixture of the remaining ingredients except for the oil. The two mixtures were then mixed in a heatable “Stephan Cutter UMC 5 electronic” at 600 rpm for approximately 3 minutes (the mayonnaise at a temperature of 60° C. and the dressing at 25° C.). The oil was then added and mixed in for a further minute in the same conditions.